This data is from the Open Reaction Database (ORD), a public repository of structured organic reaction records. The task is: describe an organic reaction: reactants, conditions, products, and yield Yield: 99.0%. The reactants are Intermediate 1, C(=O)(C(F)(F)F)O (TFA), NCCC1=CNC2=CC=CC=C12 (tryptamine), CC1=CC=C(C=O)C=C1 (4-methylbenzaldehyde). Product: CC1=CC=C(C=C1)C1NCCC=2C3=CC=CC=C3NC12 (1-(4-Methylphenyl)-2,3,4,9-tetrahydro-1H-β-carboline). Reported procedure: This product was prepared using the same procedure as for Intermediate 1 with tryptamine (1.0 g, 6.2 mmol), 4-methylbenzaldehyde (0.74 g, 1 equiv.) and TFA (1 mL, 2 equiv.) to give the title compound (1.6 g, 100%) as a white powder. RXN SMILES: [NH2:1][CH2:2][CH2:3][C:4]1[C:12]2[C:7](=[CH:8][CH:9]=[CH:10][CH:11]=2)[NH:6][CH:5]=1.[CH3:13][C:14]1[CH:21]=[CH:20][C:17]([CH:18]=O)=[CH:16][CH:15]=1.C(O)(C(F)(F)F)=O>>[CH3:13][C:14]1[CH:21]=[CH:20][C:17]([CH:18]2[C:5]3[NH:6][C:7]4[C:12](=[CH:11][CH:10]=[CH:9][CH:8]=4)[C:4]=3[CH2:3][CH2:2][NH:1]2)=[CH:16][CH:15]=1.